From a dataset of the Open Reaction Database (ORD), a public repository of structured organic reaction records. describe an organic reaction: reactants, conditions, products, and yield Reactants: NC=1C=C(C(=O)O)C=CC1Cl (3 -amino-4-chlorobenzoic acid), N(=O)[O-].[Na+] (sodium nitrite), C(C)(=O)C(CC(=O)OCC)C(C)=O (ethyl 3-acetyl-4-oxopentanoate), Cl (hydrochloric acid), Cl (hydrochloric acid), resultant solution, C(C)(=O)[O-].[Na+] (sodium acetate). Solvent: O (water), C(C)O (ethanol), O (water), O (water), C(C)O (ethanol). Run at time 1 hour. Yields the product ClC1=C(C(=O)O)C=CC(=C1)NN=C(CC(=O)OCC)C(C)=O (2-chloro-4-[N'-(2 -ethoxylcarbonyl-1-acetylethylidene)hydrazino]benzoic acid). RXN SMILES: [NH2:1][C:2]1[CH:3]=[C:4](C=[CH:9][C:10]=1Cl)C(O)=O.[ClH:12].[N:13]([O-])=O.[Na+].C([CH:20]([C:27](=[O:29])[CH3:28])[CH2:21][C:22]([O:24][CH2:25][CH3:26])=[O:23])(=O)C.[C:30]([O-:33])(=[O:32])[CH3:31].[Na+]>O.C(O)C>[Cl:12][C:4]1[CH:3]=[C:2]([NH:1][N:13]=[C:20]([C:27](=[O:29])[CH3:28])[CH2:21][C:22]([O:24][CH2:25][CH3:26])=[O:23])[CH:10]=[CH:9][C:31]=1[C:30]([OH:33])=[O:32] |f:2.3,5.6|. Procedure: To a suspension of 1 gm. (5.8 mmoles) of 3 -amino-4-chlorobenzoic acid in 20 ml. of ethanol was added 5 ml. of water and 1 ml. of 12 N hydrochloric acid. The resultant solution was cooled in an ice bath and to the cooled solution was added in small portions 442 mg. (6.4 mmoles) of sodium nitrite in 3 ml. of water. The mixture was allowed to warm to room temperature and after 30 minutes was added to a suspension of 1.19 gm. (6.4 mmole) of ethyl 3-acetyl-4-oxopentanoate, 1.8 gm. of sodium acetate,... The reactants are CN(CCO)C (N,N-dimethylethanolamine), [H-].[Na+] (sodium hydride), C1CCOC1 (THF), BrC=1C=NC(=NC1)Cl (5-bromo-2-chloropyrimidine). Reaction conditions: time 10 minute. Product: BrC=1C=CC(=NC1)OCCN(C)C ([2-(5-bromo-pyridin-2-yloxy)-ethyl]-dimethylamine). RXN SMILES: [CH3:1][N:2]([CH3:6])[CH2:3][CH2:4][OH:5].[H-].[Na+].[Br:9][C:10]1[CH:11]=N[C:13](Cl)=[N:14][CH:15]=1.[CH2:17]1COCC1>>[Br:9][C:10]1[CH:11]=[CH:17][C:13]([O:5][CH2:4][CH2:3][N:2]([CH3:6])[CH3:1])=[N:14][CH:15]=1 |f:1.2|. Procedure: To a solution of N,N-dimethylethanolamine (0.36 mL) in THF (15 mL) was added sodium hydride (145 mg). After stirring at room temperature for 10 minutes, 5-bromo-2-chloropyrimidine (500 mg) was added and the mixture heated at reflux for 16 h. After cooling to room temperature, the mixture was extracted into 2 M aqueous HCl solution (30 mL) and washed with ethyl acetate (30 mL). The aqueous layer was made basic with sodium carbonate and the produt extracted into ethylacetate (3×30 mL). The organic... The reactants are CS(=O)(=O)C1=CC=C(C[C@@H]2N(CC[C@@H](C2)C2=CC(NO2)=O)C(=O)OC)C=C1 ((2R,4S)-Methyl 2-(4-(methylsulfonyl)benzyl)-4-(3-oxo-2,3-dihydroisoxazol-5-yl)piperidine-1-carboxylate), Br (HBr). Reaction conditions: time 8 hour. Yields the product CS(=O)(=O)C1=CC=C(C[C@@H]2NCC[C@@H](C2)C2=CC(NO2)=O)C=C1 (5-((2R,4S)-2-(4-(methylsulfonyl)benzyl)piperidin-4-yl)isoxazol-3(2H)-one). Isolated yield 86.2%. Reaction SMILES: [CH3:1][S:2]([C:5]1[CH:27]=[CH:26][C:8]([CH2:9][C@H:10]2[CH2:15][C@@H:14]([C:16]3[O:20][NH:19][C:18](=[O:21])[CH:17]=3)[CH2:13][CH2:12][N:11]2C(OC)=O)=[CH:7][CH:6]=1)(=[O:4])=[O:3].Br>>[CH3:1][S:2]([C:5]1[CH:27]=[CH:26][C:8]([CH2:9][C@H:10]2[CH2:15][C@@H:14]([C:16]3[O:20][NH:19][C:18](=[O:21])[CH:17]=3)[CH2:13][CH2:12][NH:11]2)=[CH:7][CH:6]=1)(=[O:3])=[O:4]. Procedure: (2R,4S)-Methyl 2-(4-(methylsulfonyl)benzyl)-4-(3-oxo-2,3-dihydroisoxazol-5-yl)piperidine-1-carboxylate (231 mg, 0.59 mmol) was dissolved in HBr (33% in acetic acid, 5 mL, 28.55 mmol) and the mixture was stirred at room temperature overnight. The solvent was evaporated and the residue purified by preparative HPLC (Instrument: FractionLynx II, Mobilphase: gradient 5-95% MeCN in 0.2% NH3, pH 10, Column: Xbridge Prep C18 5 μm OBD 19*150 mm) to yield 5-((2R,4S)-2-(4-(methylsulfonyl)benzyl)piperidin-4...